From a dataset of the Open Reaction Database (ORD), a public repository of structured organic reaction records. describe an organic reaction: reactants, conditions, products, and yield As a reaction SMILES: O1CCCC1.[CH:6]([Mg]Br)=[CH2:7].[Br:10][C:11]1[CH:16]=[CH:15][C:14]([CH3:17])=[CH:13][C:12]=1[N+:18]([O-])=O.[Cl-].[NH4+]>C(OCC)(=O)C>[Br:10][C:11]1[CH:16]=[CH:15][C:6]([CH3:7])=[C:13]2[C:12]=1[NH:18][CH:17]=[CH:14]2 |f:3.4|. Run at time 1 hour. The reactants are [Cl-].[NH4+] (ammonium chloride), BrC1=C(C=C(C=C1)C)[N+](=O)[O-] (2-bromo-5-methylnitrobenzene), O1CCCC1 (tetrahydrofuran), C(=C)[Mg]Br (vinylmagnesium bromide), O1CCCC1 (tetrahydrofuran). Solvent: C(C)(=O)OCC (ethyl acetate). Procedure details: 1 l (1 mol) of a tetrahydrofuran solution containing 1.0 M vinylmagnesium bromide was added to a tetrahydrofuran solution (300 ml) containing 65.0 g (301 mmol) of 2-bromo-5-methylnitrobenzene at −60° C. under stirring for one hour in nitrogen atmosphere. An aqueous saturated ammonium chloride and ethyl acetate were added to the reaction mixture solution, and the insoluble matters were filtered off. The filtrate was dried over magnesium sulfate and concentrated. Then, the residue was purified by ... Yields the product BrC=1C=CC(=C2C=CNC12)C (7-Bromo-4-methyl-1H-indole). The reactants are CO, COC(=O)c1sccc1N=NN(C)C, Cl, [Na+], [OH-], O. Yields the product CN(C)N=Nc1ccsc1C(=O)O. As a reaction SMILES: [CH3:18][OH:19].[CH3:1][N:2]([CH3:3])[N:4]=[N:5][c:6]1[c:7]([C:11](=[O:12])[O:13][CH3:14])[s:8][cH:9][cH:10]1.[ClH:17].[Na+:16].[OH-:15].[OH2:20]>>[CH3:1][N:2]([CH3:3])[N:4]=[N:5][c:6]1[c:7]([C:11](=[O:12])[OH:13])[s:8][cH:9][cH:10]1. Reactants: CCOCC, CO, CCCCCC, O=c1c(Cl)c(Cl)cnn1C1CCCCO1, [K+], [OH-]. Yields the product COc1cnn(C2CCCCO2)c(=O)c1Cl. As a reaction SMILES: [CH2:20]([O:21][CH2:22][CH3:23])[CH3:24].[CH3:16][OH:17].[CH3:25][CH2:26][CH2:27][CH2:28][CH2:29][CH3:30].[Cl:1][c:2]1[c:3](=[O:15])[n:4]([CH:9]2[O:10][CH2:11][CH2:12][CH2:13][CH2:14]2)[n:5][cH:6][c:7]1[Cl:8].[K+:19].[OH-:18]>>[Cl:1][c:2]1[c:3](=[O:15])[n:4]([CH:9]2[O:10][CH2:11][CH2:12][CH2:13][CH2:14]2)[n:5][cH:6][c:7]1[O:17][CH3:16]. The reactants are CCOC(=O)C (EtOAc), C(C)(C)(C)OC(=O)N1CCN(CC1)C1=NC=C(C=C1)N (4-(5-amino-pyridin-2-yl)-piperazine-1-carboxylic acid tert-butyl ester), C(C)(C)N(CC)C(C)C (diisopropylethylamine), C(C)(C)(C)C=1C=C(N(N1)C1=CC=C(C=C1)C)NC(OCC(Cl)(Cl)Cl)=O ((5-tert-butyl-2-p-tolyl-2H-pyrazol-3-yl)-carbamic acid, 2,2,2-trichloro-ethyl ester). Solvent: O (water), CS(=O)C (DMSO). Product: C(C)(C)(C)OC(=O)N1CCN(CC1)C1=NC=C(C=C1)NC(=O)NC=1N(N=C(C1)C(C)(C)C)C1=CC=C(C=C1)C (4-{5-[3-(5-tert-butyl-2-p-tolyl-2H-pyrazol-3-yl)-ureido]-pyridin-2-yl}-piperazine-1-carboxylic acid tert-butyl ester). Yield: 85.6%. Reaction SMILES: [C:1]([O:5][C:6]([N:8]1[CH2:13][CH2:12][N:11]([C:14]2[CH:19]=[CH:18][C:17]([NH2:20])=[CH:16][N:15]=2)[CH2:10][CH2:9]1)=[O:7])([CH3:4])([CH3:3])[CH3:2].C(N(C(C)C)CC)(C)C.[C:30]([C:34]1[CH:35]=[C:36]([NH:46][C:47](=O)[O:48]CC(Cl)(Cl)Cl)[N:37]([C:39]2[CH:44]=[CH:43][C:42]([CH3:45])=[CH:41][CH:40]=2)[N:38]=1)([CH3:33])([CH3:32])[CH3:31].CCOC(C)=O>CS(C)=O.O>[C:1]([O:5][C:6]([N:8]1[CH2:13][CH2:12][N:11]([C:14]2[CH:19]=[CH:18][C:17]([NH:20][C:47]([NH:46][C:36]3[N:37]([C:39]4[CH:44]=[CH:43][C:42]([CH3:45])=[CH:41][CH:40]=4)[N:38]=[C:34]([C:30]([CH3:33])([CH3:32])[CH3:31])[CH:35]=3)=[O:48])=[CH:16][N:15]=2)[CH2:10][CH2:9]1)=[O:7])([CH3:4])([CH3:2])[CH3:3]. Reported procedure: Place 4-(5-amino-pyridin-2-yl)-piperazine-1-carboxylic acid tert-butyl ester (200 mg, 0.718 mmol), diisopropylethylamine (0.125 mL, 0.718 mmol), and (5-tert-butyl-2-p-tolyl-2H-pyrazol-3-yl)-carbamic acid, 2,2,2-trichloro-ethyl ester (Preparation 38, 291 mg, 0.718 mmol) in DMSO (5 mL) and heat to 75° C. for 17 hours. Cool to room temperature and add EtOAc and water. Separate organic layer and wash with saturated aq. sodium chloride (2×20 mL). Collect organic layer, dry over Mg2SO4, filter, and co... Starting materials: CC(C)OC(=O)CC(=O)COCc1ccccc1, CC(C)OC(=O)CC(=O)CCl, C1CCOC1. The product is CC(C)OC(=O)CC(=O)CO. Reaction SMILES: [CH:12]([CH3:13])([CH3:14])[O:15][C:16]([CH2:17][C:18](=[O:19])[CH2:20][O:21][CH2:22][c:23]1[cH:24][cH:25][cH:26][cH:27][cH:28]1)=[O:29].[CH:1]([O:2][C:3](=[O:4])[CH2:5][C:6]([CH2:7][Cl:8])=[O:9])([CH3:10])[CH3:11].[O:30]1[CH2:31][CH2:32][CH2:33][CH2:34]1>>[CH:12]([CH3:13])([CH3:14])[O:15][C:16]([CH2:17][C:18](=[O:19])[CH2:20][OH:21])=[O:29]. Starting materials: CrO3 c-H2SO4 H2O, CC(=O)C (acetone), CC(=C)[C@@H]1CC[C@]2([C@H]1[C@H]3CC[C@@H]4[C@]5(CC[C@@H](C([C@@H]5CC[C@]4([C@@]3(CC2)C)C)(C)C)O)C)CO (betulin). Solvent: C(C)(=O)OCC (ethyl acetate). The product is CC(=C)[C@@H]1CC[C@]2([C@H]1[C@H]3CC[C@@H]4[C@]5(CCC(=O)C([C@@H]5CC[C@]4([C@@]3(CC2)C)C)(C)C)C)C(=O)O (betulonic acid). Reaction SMILES: CC(C)=[O:3].[CH3:5][C:6]([C@H:8]1[C@@H:12]2[C@@H:13]3[C@@:26]([CH3:29])([CH2:27][CH2:28][C@@:11]2([CH2:35][OH:36])[CH2:10][CH2:9]1)[C@@:25]1([CH3:30])[C@@H:16]([C@:17]2([CH3:34])[C@@H:22]([CH2:23][CH2:24]1)[C:21]([CH3:32])([CH3:31])[C@@H:20]([OH:33])[CH2:19][CH2:18]2)[CH2:15][CH2:14]3)=[CH2:7]>C(OCC)(=O)C>[CH3:7][C:6]([C@H:8]1[C@@H:12]2[C@@H:13]3[C@@:26]([CH3:29])([CH2:27][CH2:28][C@@:11]2([C:35]([OH:3])=[O:36])[CH2:10][CH2:9]1)[C@@:25]1([CH3:30])[C@@H:16]([C@:17]2([CH3:34])[C@@H:22]([CH2:23][CH2:24]1)[C:21]([CH3:32])([CH3:31])[C:20](=[O:33])[CH2:19][CH2:18]2)[CH2:15][CH2:14]3)=[CH2:5]. Reported procedure: In order to accomplish the above objects, an aspect of the present invention provides a method of purifying betulonic acid, including the steps of: a) injecting a Jones oxidation reagent (CrO3/c-H2SO4/H2O) into a mixed solution of acetone and betulin to obtain an organic synthesis reaction product and filtering and concentrating the obtained reaction product; b) introducing ethyl acetate into the concentrated reaction product to liquid-liquid extract betulonic acid; c) introducing a saturated aq...